Dataset: the Open Reaction Database (ORD), a public repository of structured organic reaction records. Task: describe an organic reaction: reactants, conditions, products, and yield Reactants: NCC1CN(CC1O)C(=O)OC(C)(C)C (1,1-dimethylethyl 3-(aminomethyl)-4-hydroxy-1-pyrrolidinecarboxylate), C(C1=CC=CC=C1)OC(=O)ON1C(CCC1=O)=O (N-(benzyloxycarbonyloxy)succinimide). Run in C(Cl)Cl (DCM). Run at time 1 hour. The product is OC1CN(CC1CNC(=O)OCC1=CC=CC=C1)C(=O)OC(C)(C)C (1,1-dimethylethyl 3-hydroxy-4-[({[(phenylmethyl)oxy]carbonyl}amino)methyl]-1-pyrrolidinecarboxylate). The yield is 98.5%. Reaction SMILES: [NH2:1][CH2:2][CH:3]1[CH:7]([OH:8])[CH2:6][N:5]([C:9]([O:11][C:12]([CH3:15])([CH3:14])[CH3:13])=[O:10])[CH2:4]1.[CH2:16]([O:23][C:24](ON1C(=O)CCC1=O)=[O:25])[C:17]1[CH:22]=[CH:21][CH:20]=[CH:19][CH:18]=1>C(Cl)Cl>[OH:8][CH:7]1[CH:3]([CH2:2][NH:1][C:24]([O:23][CH2:16][C:17]2[CH:22]=[CH:21][CH:20]=[CH:19][CH:18]=2)=[O:25])[CH2:4][N:5]([C:9]([O:11][C:12]([CH3:15])([CH3:14])[CH3:13])=[O:10])[CH2:6]1. Reported procedure: To a solution of 1,1-dimethylethyl 3-(aminomethyl)-4-hydroxy-1-pyrrolidinecarboxylate (3 g, 13.9 mmol) [Prepared according to Hong, C.-Y. J. Med. Chem. 1997, 40, 3584.] in DCM (100 mL) at 0° C. was added N-(benzyloxycarbonyloxy)succinimide (3.8 g, 15.3 mmol) portion-wise. After 1 h, the reaction was partitioned between H O-DCM. The aqueous phase was extracted several times with DCM and the combined organic fractions were dried (Na SO), concentrated and purified by column chromatography (silica, ... The reactants are COC(CC(CC)=O)=O (methyl-3-ketopentanoate), C(C=C)O (allyl alcohol). Reaction conditions: time 24 hour. Product: C(C=C)OC(CC(CC)=O)=O (allyl-3-ketopentanoate). Isolated yield 90.0%. RXN SMILES: [CH3:1][O:2][C:3](=[O:9])[CH2:4][C:5](=[O:8])[CH2:6][CH3:7].[CH2:10](O)[CH:11]=C>>[CH2:1]([O:2][C:3](=[O:9])[CH2:4][C:5](=[O:8])[CH2:6][CH3:7])[CH:10]=[CH2:11]. Reported procedure: A mixture of 35 g of methyl-3-ketopentanoate and 36 mL of allyl alcohol are distilled to about 120° to 125° C., removing both methyl alcohol and allyl alcohol. Allyl alcohol (36 mL) is added to the reaction mixture, which is again distilled at 120°-125° C. This process is repeated for a total of four 36 mL portions of allyl alcohol over a 24 hour period. The remaining mixture is then vacuum distilled to yield 38.03 g of allyl-3-ketopentanoate (90% yield), bp 90°-95° C. under 10-14 mm Hg. The reactants are C1(=CC=CC=C1)C(C(C=C)O)NC(C1=CC=CC=C1)=O (1-phenyl-1-benzoylamino-2-hydroxybut-3-ene), C(=C)OCC (ethyl vinyl ether), C1(=CC=C(C=C1)S(=O)(=O)[O-])C.[NH+]1=CC=CC=C1 (pyridinium p-toluenesulphonate). The reagents and catalysts are N1=CC=CC=C1 (pyridine). Solvent: C(Cl)Cl (methylene chloride), C(Cl)Cl (methylene chloride). Yields the product C1(=CC=CC=C1)C(C(C=C)OC(C)OCC)NC(C1=CC=CC=C1)=O (1-phenyl-1-benzoylamino-2-(1-ethoxyethoxy)but-3-ene). Isolated yield 91.0%. RXN SMILES: [C:1]1([CH:7]([NH:12][C:13](=[O:20])[C:14]2[CH:19]=[CH:18][CH:17]=[CH:16][CH:15]=2)[CH:8]([OH:11])[CH:9]=[CH2:10])[CH:6]=[CH:5][CH:4]=[CH:3][CH:2]=1.[CH:21]([O:23][CH2:24][CH3:25])=[CH2:22].C1(C)C=CC(S([O-])(=O)=O)=CC=1.[NH+]1C=CC=CC=1>N1C=CC=CC=1.C(Cl)Cl>[C:1]1([CH:7]([NH:12][C:13](=[O:20])[C:14]2[CH:15]=[CH:16][CH:17]=[CH:18][CH:19]=2)[CH:8]([O:11][CH:21]([O:23][CH2:24][CH3:25])[CH3:22])[CH:9]=[CH2:10])[CH:2]=[CH:3][CH:4]=[CH:5][CH:6]=1 |f:2.3|. Procedure: 708 mg (2.65 mmol) of 1-phenyl-1-benzoylamino-2-hydroxybut-3-ene, syn form, 13.5 cm3 of dry methylene chloride, 2.53 cm3 (1.911 g, 26.5 mmol) of ethyl vinyl ether and 66.5 mg (0.265 mmol) of pyridinium p-toluenesulphonate (PPTS) are introduced successively into a 50 cm3 single-necked flask placed under an argon atmosphere and equipped with a magnetic stirring system. The resulting homogeneous reaction mixture is left to react for 4 hours at a temperature of about 20° C. When the reaction is comp... The reactants are [N+](=O)([O-])C1=CC=C(C=O)C=C1 (p-nitrobenzaldehyde), [N+](=O)([O-])C1=CC=C(CC#N)C=C1 (p-nitrobenzylcyanide), N1=CC=CC=C1 (pyridine). Run in C(C)O (ethanol). Yields the product C(#N)C(=CC1=CC=C(C=C1)[N+](=O)[O-])C1=CC=C(C=C1)[N+](=O)[O-] (1-cyano-1,2-bis(p-nitrophenyl)ethylene). Reaction SMILES: [N+:1]([C:4]1[CH:11]=[CH:10][C:7]([CH:8]=O)=[CH:6][CH:5]=1)([O-:3])=[O:2].[N+:12]([C:15]1[CH:23]=[CH:22][C:18]([CH2:19][C:20]#[N:21])=[CH:17][CH:16]=1)([O-:14])=[O:13].N1C=CC=CC=1>C(O)C>[C:20]([C:19]([C:18]1[CH:17]=[CH:16][C:15]([N+:12]([O-:14])=[O:13])=[CH:23][CH:22]=1)=[CH:8][C:7]1[CH:10]=[CH:11][C:4]([N+:1]([O-:3])=[O:2])=[CH:5][CH:6]=1)#[N:21]. Procedure: A 1.5 g sample of p-nitrobenzaldehyde and 1.7 g of p-nitrobenzylcyanide were dissolved in 5 ml of hot ethanol, and 0.05 ml of pyridine was added. The mixture was heated for 10 minutes. After cooling overnight, the precipitated crystals were filtered and recrystallized from a mixture of acetone and ethanol to obtain 1-cyano-1,2-bis(p-nitrophenyl)ethylene having a melting point of 216.5°-217.5° C. The reactants are CO, CCOC(=O)CCC1(C)OCCO1, [Na+], [OH-], O. The product is CC1(CCC(=O)O)OCCO1. Reaction SMILES: [CH3:16][OH:17].[CH3:1][C:2]1([CH2:7][CH2:8][C:9](=[O:10])[O:11][CH2:12][CH3:13])[O:3][CH2:4][CH2:5][O:6]1.[Na+:15].[OH-:14].[OH2:18]>>[CH3:1][C:2]1([CH2:7][CH2:8][C:9](=[O:10])[OH:11])[O:3][CH2:4][CH2:5][O:6]1.